This data is from the Open Reaction Database (ORD), a public repository of structured organic reaction records. The task is: describe an organic reaction: reactants, conditions, products, and yield Starting materials: [OH-].[K+] (potassium hydroxide), CS(=O)(=O)Cl (methanesulfonyl chloride), N1(CCNCC1)C1=CC=C2C(C(=CN3CCCC1=C23)C(=O)O)=O (8-(1-piperazinyl)-6,7-dihydro-1-oxo-1H,5H-benzo[ij]quinolizine-2-carboxylic acid). Solvent: O (water). Conditions: time 8 hour. Product: CS(=O)(=O)N1CCN(CC1)C1=CC=C2C(C(=CN3CCCC1=C23)C(=O)O)=O (8-(4-methanesulfonyl-1-piperazinyl)-6,7-dihydro-1-oxo-1H,5H-benzo[ij]quinolizine-2-carboxylic acid). The yield is 40.0%. RXN SMILES: [N:1]1([C:7]2[C:18]3=[C:19]4[N:14]([CH2:15][CH2:16][CH2:17]3)[CH:13]=[C:12]([C:20]([OH:22])=[O:21])[C:11](=[O:23])[C:10]4=[CH:9][CH:8]=2)[CH2:6][CH2:5][NH:4][CH2:3][CH2:2]1.[OH-].[K+].[CH3:26][S:27](Cl)(=[O:29])=[O:28]>O>[CH3:26][S:27]([N:4]1[CH2:5][CH2:6][N:1]([C:7]2[C:18]3=[C:19]4[N:14]([CH2:15][CH2:16][CH2:17]3)[CH:13]=[C:12]([C:20]([OH:22])=[O:21])[C:11](=[O:23])[C:10]4=[CH:9][CH:8]=2)[CH2:2][CH2:3]1)(=[O:29])=[O:28] |f:1.2|. Procedure: 2.0 g of 8-(1-piperazinyl)-6,7-dihydro-1-oxo-1H,5H-benzo[ij]quinolizine-2-carboxylic acid was dissolved in 20 ml of water having dissolved therein 0.8 g of potassium hydroxide and 0.8 g of methanesulfonyl chloride was added dropwise to the solution. The resulting mixture was allowed to stand overnight at the same temperature as above while stirring. The crystals precipitated were separated by filtration and washed with water. The crystals thus-treated were dissolved in 1 N aqueous sodium hydroxi... Product: FC=1C=C(COC2=C(C=C(C=C2)NC2=NC=NC3=CC=C(C=C23)I)C#C[Si](C(C)C)(C(C)C)C(C)C)C=CC1 (N-(4-(3-fluorobenzyloxy)-3-(2-(triisopropylsilyl)ethynyl)phenyl)-6-iodoquinazolin-4-amine). As a reaction SMILES: [F:1][C:2]1[CH:3]=[C:4]([CH:26]=[CH:27][CH:28]=1)[CH2:5][O:6][C:7]1[CH:12]=[CH:11][C:10]([NH2:13])=[CH:9][C:8]=1[C:14]#[C:15][Si:16]([CH:23]([CH3:25])[CH3:24])([CH:20]([CH3:22])[CH3:21])[CH:17]([CH3:19])[CH3:18].Cl[C:30]1[C:39]2[C:34](=[CH:35][CH:36]=[C:37]([I:40])[CH:38]=2)[N:33]=[CH:32][N:31]=1>C(O)(C)C>[F:1][C:2]1[CH:3]=[C:4]([CH:26]=[CH:27][CH:28]=1)[CH2:5][O:6][C:7]1[CH:12]=[CH:11][C:10]([NH:13][C:30]2[C:39]3[C:34](=[CH:35][CH:36]=[C:37]([I:40])[CH:38]=3)[N:33]=[CH:32][N:31]=2)=[CH:9][C:8]=1[C:14]#[C:15][Si:16]([CH:17]([CH3:18])[CH3:19])([CH:20]([CH3:21])[CH3:22])[CH:23]([CH3:25])[CH3:24]. Reactants: FC=1C=C(COC2=C(C=C(C=C2)N)C#C[Si](C(C)C)(C(C)C)C(C)C)C=CC1 (4-(3-fluorobenzyloxy)-3-(2-(triisopropylsilyl)ethynyl)benzenamine), ClC1=NC=NC2=CC=C(C=C12)I (4-chloro-6-iodo-quinazoline). Procedure details: 4-(3-fluorobenzyloxy)-3-(2-(triisopropylsilyl)ethynyl)benzenamine (900 mg, 2.27 mmol) and 4-chloro-6-iodo-quinazoline (657 mg, 2.27 mmol) were dissolved in isopropanol (50 ml). The reaction mixture was refluxed for 12 hours. The solid product was collected by filtration, washed with cold isopropanol (10 mL) and ether (20 mL), and air dried to afford the clean desired material. The solvent is C(C)(C)O (isopropanol). Procedure details: In a 50 mL round bottom flask was added 3-(2-fluorophenyl)-1-(tetrahydro-2H-pyran-2-yl)-5-(1-(tetrahydro-2H-pyran-2-yl)-1H-imidazol-5-yl)-1H-pyrazolo[3,4-c]pyridine (150 mg, 0.33 mmol) and 4 N HCl— dioxane (5 mL). The mixture was stirred at 25° C. for 2 h. The solvent was distilled off. The crude product was purified via reverse phase HPLC eluting with 35% CH3CN in aqueous 10 mmol NH4HCO3 solution to afford 218 as a white solid (20 mg, 21%). 1H NMR (500 MHz, DMSO) δ 13.93 (s, 1H), 12.21 (s, 1H),... Yields the product FC1=C(C=CC=C1)C1=NNC2=CN=C(C=C21)C2=CN=CN2 (3-(2-fluorophenyl)-5-(1H-imidazol-5-yl)-1H-pyrazolo[3,4-c]pyridine). Solvent: CC#N (CH3CN). Starting materials: NH4HCO3, FC1=C(C=CC=C1)C1=NN(C2=CN=C(C=C21)C2=CN=CN2C2OCCCC2)C2OCCCC2 (3-(2-fluorophenyl)-1-(tetrahydro-2H-pyran-2-yl)-5-(1-(tetrahydro-2H-pyran-2-yl)-1H-imidazol-5-yl)-1H-pyrazolo[3,4-c]pyridine), O1CCOCC1.Cl (HCl— dioxane). Conditions: temperature 25 celsius, time 2 hour. Yield: 21.7%. Reaction SMILES: [F:1][C:2]1[CH:7]=[CH:6][CH:5]=[CH:4][C:3]=1[C:8]1[C:16]2[C:11](=[CH:12][N:13]=[C:14]([C:17]3[N:21](C4CCCCO4)[CH:20]=[N:19][CH:18]=3)[CH:15]=2)[N:10](C2CCCCO2)[N:9]=1.O1CCOCC1.Cl>CC#N>[F:1][C:2]1[CH:7]=[CH:6][CH:5]=[CH:4][C:3]=1[C:8]1[C:16]2[C:11](=[CH:12][N:13]=[C:14]([C:17]3[NH:21][CH:20]=[N:19][CH:18]=3)[CH:15]=2)[NH:10][N:9]=1 |f:1.2|.